Dataset: the Open Reaction Database (ORD), a public repository of structured organic reaction records. Task: describe an organic reaction: reactants, conditions, products, and yield Reactants: C1CNCCN1, Clc1nsc2ccccc12, Clc1ccccc1, OCCO. The product is c1ccc2c(N3CCNCC3)nsc2c1. RXN SMILES: [CH2:1]1[CH2:2][NH:3][CH2:4][CH2:5][NH:6]1.[Cl:14][c:15]1[n:16][s:17][c:18]2[c:19]1[cH:20][cH:21][cH:22][cH:23]2.[Cl:7][c:8]1[cH:9][cH:10][cH:11][cH:12][cH:13]1.[OH:24][CH2:25][CH2:26][OH:27]>>[CH2:1]1[CH2:2][N:3]([c:15]2[n:16][s:17][c:18]3[c:19]2[cH:20][cH:21][cH:22][cH:23]3)[CH2:4][CH2:5][NH:6]1. Reactants: CN(C)C=O (DMF), ClC1=C(C2=C(OCO2)C(=C1)I)NC1=NC=NC2=CC(=C(C=C12)OC)OCCCN1CC(N(CC1)C)=O (4-[3-({4-[(5-Chloro-7-iodo-1,3-benzodioxol-4-yl)amino]-6-methoxyquinazolin-7-yl}oxy)propyl]-1-methylpiperazin-2-one), COC(CC#C)C (4-methoxypent-1-yne), C(C)(C)NC(C)C (diisopropylamine), COC(CC#C)C (4-methoxypent-1-yne). Reagents/catalysts: [Cu]I (copper(I) iodide), Cl[Pd]([P](C1=CC=CC=C1)(C2=CC=CC=C2)C3=CC=CC=C3)([P](C4=CC=CC=C4)(C5=CC=CC=C5)C6=CC=CC=C6)Cl (bis(triphenylphosphine)palladium(II) dichloride). Solvent: C(C)(=O)OCC (ethyl acetate). Reaction conditions: time 2 hour. The product is ClC1=C(C2=C(OCO2)C(=C1)C#CCC(C)OC)NC1=NC=NC2=CC(=C(C=C12)OC)OCCCN1CC(N(CC1)C)=O (4-{3-[(4-{[5-Chloro-7-(4-methoxypent-1-yn-1-yl)-1,3-benzodioxol-4-yl]amino}-6-methoxyquinazolin-7-yl)oxy]propyl}-1-methylpiperazin-2-one). Isolated yield 73.0%. As a reaction SMILES: [Cl:1][C:2]1[CH:10]=[C:9](I)[C:5]2[O:6][CH2:7][O:8][C:4]=2[C:3]=1[NH:12][C:13]1[C:22]2[C:17](=[CH:18][C:19]([O:25][CH2:26][CH2:27][CH2:28][N:29]3[CH2:34][CH2:33][N:32]([CH3:35])[C:31](=[O:36])[CH2:30]3)=[C:20]([O:23][CH3:24])[CH:21]=2)[N:16]=[CH:15][N:14]=1.[CH3:37][O:38][CH:39]([CH3:43])[CH2:40][C:41]#[CH:42].C(NC(C)C)(C)C.CN(C=O)C>C(OCC)(=O)C.Cl[Pd](Cl)([P](C1C=CC=CC=1)(C1C=CC=CC=1)C1C=CC=CC=1)[P](C1C=CC=CC=1)(C1C=CC=CC=1)C1C=CC=CC=1.[Cu]I>[Cl:1][C:2]1[CH:10]=[C:9]([C:42]#[C:41][CH2:40][CH:39]([O:38][CH3:37])[CH3:43])[C:5]2[O:6][CH2:7][O:8][C:4]=2[C:3]=1[NH:12][C:13]1[C:22]2[C:17](=[CH:18][C:19]([O:25][CH2:26][CH2:27][CH2:28][N:29]3[CH2:34][CH2:33][N:32]([CH3:35])[C:31](=[O:36])[CH2:30]3)=[C:20]([O:23][CH3:24])[CH:21]=2)[N:16]=[CH:15][N:14]=1 |^1:64,83|. Procedure details: 4-[3-({4-[(5-Chloro-7-iodo-1,3-benzodioxol-4-yl)amino]-6-methoxyquinazolin-7-yl}oxy)propyl]-1-methylpiperazin-2-one (250 mg, 0.40 mmol) and 4-methoxypent-1-yne (120 mg, 1.2 mmol) in ethyl acetate (8 ml) stirred at room temperature, under an atmosphere of nitrogen, and treated with bis(triphenylphosphine)palladium(II) dichloride (28 mg, 10 mol %) followed by copper(I) iodide (8 mg, 10 mol %) and diisopropylamine (82 mg, 0.81 mmol). The reaction was stirred 2 hr then DMF (3 ml) added followed by a... Starting materials: ClC1=C(N)C(=CC=C1)Cl (2,6-dichloroaniline), ice, O (water), [S-]C#N.[NH4+] (ammonium thiocyanate), C(C1=CC=CC=C1)Cl (benzyl chloride). The solvent is CC(=O)C (acetone), CC(=O)C (acetone). Yields the product ClC1=C(C(=CC=C1)Cl)NC(=S)NC(C1=CC=CC=C1)=O (1-(2,6-dichlorophenyl)-3-benzoylthiourea). Reaction SMILES: [S-:1][C:2]#[N:3].[NH4+].[CH2:5](Cl)[C:6]1[CH:11]=[CH:10][CH:9]=[CH:8][CH:7]=1.[Cl:13][C:14]1[CH:20]=[CH:19][CH:18]=[C:17]([Cl:21])[C:15]=1[NH2:16].[OH2:22]>CC(C)=O>[Cl:13][C:14]1[CH:20]=[CH:19][CH:18]=[C:17]([Cl:21])[C:15]=1[NH:16][C:2]([NH:3][C:5](=[O:22])[C:6]1[CH:11]=[CH:10][CH:9]=[CH:8][CH:7]=1)=[S:1] |f:0.1|. Reported procedure: To 51.8 g (0.68 mole) of ammonium thiocyanate in 300 ml acetone is added 86.8 g (0.62 mole) of benzyl chloride. The reaction mixture is refluxed for about 5 min. and then 100 g (0.62 mole) of 2,6-dichloroaniline in 200 ml acetone is added at a rate to maintain reflux. The mixture is refluxed for 11/2 hours, cooled, poured into 11/2 liters of ice and water, filtered to obtain 1-(2,6-dichlorophenyl)-3-benzoylthiourea. Reactants: N1=CC=CC=C1 (pyridine), COC(CNCC1=CC=C(C=C1)F)OC ((2,2-Dimethoxy-ethyl)-(4-fluoro-benzyl)-amine), C1(=CC=C(C=C1)S(=O)(=O)Cl)C (p-toluenesulfonic acid chloride). Procedure: 20 g of (2,2-dimethoxy-ethyl)-(4-fluoro-benzyl)-amine (1) were dissolved in 120 ml of dichloromethane. 20 mL of pyridine were added. At 0° C. a solution of 23.8 g p-toluenesulfonic acid chloride in dichloromethane was added dropwise. The reaction was allowed to warm to room temperature and stirring was continued until conversion was completed. For workup, the reaction mixture was washed twice with 2M hydrochloric acid, twice with sodium bicarbonate solution and once with brine. The organic layer... Product: COC(CN(S(=O)(=O)C1=CC=C(C=C1)C)CC1=CC=C(C=C1)F)OC (N-(2,2-Dimethoxy-ethyl)-N-(4-fluoro-benzyl)-4-methyl-benzene-sulfonamide). Yield: 66.6%. Run in ClCCl (dichloromethane), ClCCl (dichloromethane). RXN SMILES: [CH3:1][O:2][CH:3]([O:14][CH3:15])[CH2:4][NH:5][CH2:6][C:7]1[CH:12]=[CH:11][C:10]([F:13])=[CH:9][CH:8]=1.N1C=CC=CC=1.[C:22]1([CH3:32])[CH:27]=[CH:26][C:25]([S:28](Cl)(=[O:30])=[O:29])=[CH:24][CH:23]=1>ClCCl>[CH3:1][O:2][CH:3]([O:14][CH3:15])[CH2:4][N:5]([CH2:6][C:7]1[CH:8]=[CH:9][C:10]([F:13])=[CH:11][CH:12]=1)[S:28]([C:25]1[CH:26]=[CH:27][C:22]([CH3:32])=[CH:23][CH:24]=1)(=[O:30])=[O:29]. Reactants: CCCBr, CCCC1CC2C3CCc4cc(OC)ccc4C3CCC2(C)C1=NN(C)C, CC#N. Product: COc1ccc2c(c1)CCC1C2CCC2(C)C(=NN(C)C)CCC12. As a reaction SMILES: [Br:28][CH2:29][CH2:30][CH3:31].[CH3:1][N:2]([N:3]=[C:4]1[C:5]2([CH3:6])[CH:7]([CH2:8][CH:9]1[CH2:10][CH2:11][CH3:12])[CH:13]1[CH2:14][CH2:15][c:16]3[cH:17][c:18]([O:25][CH3:26])[cH:19][cH:20][c:21]3[CH:22]1[CH2:23][CH2:24]2)[CH3:27].[CH3:32][C:33]#[N:34]>>[CH3:1][N:2]([N:3]=[C:4]1[C:5]2([CH3:6])[CH:7]([CH2:8][CH2:9]1)[CH:13]1[CH2:14][CH2:15][c:16]3[cH:17][c:18]([O:25][CH3:26])[cH:19][cH:20][c:21]3[CH:22]1[CH2:23][CH2:24]2)[CH3:27]. RXN SMILES: [CH:1]12[CH2:7][CH:4]([CH:5]=[CH:6]1)[CH2:3][CH:2]2[CH:8]([OH:19])[C:9]([F:18])([F:17])[C:10](O)([OH:15])[C:11]([F:14])([F:13])[F:12]>C1(C)C=CC=CC=1>[OH:19][CH:8]([CH:2]1[CH2:3][CH:4]2[CH2:7][CH:1]1[CH:6]=[CH:5]2)[C:9]([F:17])([F:18])[C:10](=[O:15])[C:11]([F:13])([F:14])[F:12]. The yield is 100.0%. Procedure: A mixture of 288 g of 1-(5-norbornene-2-yl)-2,2,4,4,4-pentafluorobutane-1,3,3-triol (synthesized according to [Synthetic example 1]) and 1500 g of toluene was heated under reflux for 2 hours, removing the water produced. After cooling, toluene was removed by evaporation under reduced pressure, and 270 g of 1-hydroxy-1-(5-norbornene-2-yl)-2,2,4,4,4-pentafluorobutane-3-one was obtained (quantitative yield). Run in C1(=CC=CC=C1)C (toluene). The reactants are C12C(CC(C=C1)C2)C(C(C(C(F)(F)F)(O)O)(F)F)O (1-(5-norbornene-2-yl)-2,2,4,4,4-pentafluorobutane-1,3,3-triol). Product: OC(C(C(C(F)(F)F)=O)(F)F)C1C2C=CC(C1)C2 (1-hydroxy-1-(5-norbornene-2-yl)-2,2,4,4,4-pentafluorobutane-3-one). Starting materials: O (H2O), [Li+].[OH-] (LiOH), FC1=C(C=C(C(=C1)SC)C(=O)OC)C1CCN(CC1)C(=O)OCC1=CC=CC=C1 (4-(2-fluoro-4-methylthio-5-methoxycarbonylphenyl)-N-Cbz-piperidine). Solvent: C1CCOC1 (THF). Reaction conditions: time 18 hour. Product: FC1=C(C=C(C(=C1)SC)C(=O)O)C1CCN(CC1)C(=O)OCC1=CC=CC=C1 (4-(2-Fluoro-4-methylthio-5-carboxyphenyl)-N-Cbz-piperidine). Isolated yield 99.7%. As a reaction SMILES: [F:1][C:2]1[CH:7]=[C:6]([S:8][CH3:9])[C:5]([C:10]([O:12]C)=[O:11])=[CH:4][C:3]=1[CH:14]1[CH2:19][CH2:18][N:17]([C:20]([O:22][CH2:23][C:24]2[CH:29]=[CH:28][CH:27]=[CH:26][CH:25]=2)=[O:21])[CH2:16][CH2:15]1.O.[Li+].[OH-]>C1COCC1>[F:1][C:2]1[CH:7]=[C:6]([S:8][CH3:9])[C:5]([C:10]([OH:12])=[O:11])=[CH:4][C:3]=1[CH:14]1[CH2:19][CH2:18][N:17]([C:20]([O:22][CH2:23][C:24]2[CH:25]=[CH:26][CH:27]=[CH:28][CH:29]=2)=[O:21])[CH2:16][CH2:15]1 |f:2.3|. Reported procedure: To a solution of 4-(2-fluoro-4-methylthio-5-methoxycarbonylphenyl)-N-Cbz-piperidine (1.38 g) dissolved in 100 mL 1:1 THF:H2O was added 0.45 g LiOH. Mixture was stirred for 18 h, THF was evaporated, residue was mixed with 25 mL 1N HCl, and extracted with DCM (3×50 mL). Extracts were combined, dried over Na2SO4, and evaporated to give 1.33 g product; MS m/z 404 (M+H); 1H NMR (CDCl3) δ 8.01 (d), 7.45-7.25 (m), 6.94 (d), 5.17 (s), 4.50-4.21 (m), 2.99 (tt), 3.01-2.78 (m), 2.44 (s), 1.84 (dm), 1.69 (q... The solvent is O1CCCC1 (tetrahydrofuran). Reactants: C(C)(C)(C)OC(NC(C(=O)C1=CC=C(C=C1)O)C1=CC=C(C=C1)Cl)=O (rac-[1-(4-chloro-phenyl)-2-(4-hydroxy-phenyl)-2-oxo-ethyl]-carbamic acid tert-butyl ester), C1(=CC=CC=C1)P(C1=CC=CC=C1)C1=CC=CC=C1 (triphenylphosphine), O1CC(CCC1)O (tetrahydro-pyran-3-ol), N(=NC(=O)OC(C)(C)C)C(=O)OC(C)(C)C (di-tert-butyl azodicarboxylate). Reaction conditions: time 2 hour. RXN SMILES: [C:1]([O:5][C:6](=[O:25])[NH:7][CH:8]([C:18]1[CH:23]=[CH:22][C:21]([Cl:24])=[CH:20][CH:19]=1)[C:9]([C:11]1[CH:16]=[CH:15][C:14]([OH:17])=[CH:13][CH:12]=1)=[O:10])([CH3:4])([CH3:3])[CH3:2].C1(P(C2C=CC=CC=2)C2C=CC=CC=2)C=CC=CC=1.[O:45]1[CH2:50][CH2:49][CH2:48][CH:47](O)[CH2:46]1.N(C(OC(C)(C)C)=O)=NC(OC(C)(C)C)=O>O1CCCC1>[C:1]([O:5][C:6](=[O:25])[NH:7][CH:8]([C:18]1[CH:19]=[CH:20][C:21]([Cl:24])=[CH:22][CH:23]=1)[C:9](=[O:10])[C:11]1[CH:16]=[CH:15][C:14]([O:17][CH:47]2[CH2:48][CH2:49][CH2:50][O:45][CH2:46]2)=[CH:13][CH:12]=1)([CH3:4])([CH3:2])[CH3:3]. Product: C(C)(C)(C)OC(NC(C(C1=CC=C(C=C1)OC1COCCC1)=O)C1=CC=C(C=C1)Cl)=O (rac-[1-(4-Chloro-phenyl)-2-oxo-2-[4-(tetrahydro-pyran-3-yloxy)-phenyl]-ethyl]-carbamic acid tert-butyl ester). Procedure: To a solution of 250 mg (0.691 mmol) rac-[1-(4-chloro-phenyl)-2-(4-hydroxy-phenyl)-2-oxo-ethyl]-carbamic acid tert-butyl ester, 257 mg (0.864 mmol) triphenylphosphine and 84.7 mg (0.829 mmol) tetrahydro-pyran-3-ol in 8.5 ml tetrahydrofuran were added 191 mg (0.829 mmol) di-tert-butyl azodicarboxylate and the reaction mixture stirred at ambient temperature for 2 hours. Then the reaction mixture was evaporated and purified by flash chromatography on silica gel with a heptane/ethyl acetate gradient...